From a dataset of the Open Reaction Database (ORD), a public repository of structured organic reaction records. describe an organic reaction: reactants, conditions, products, and yield Solvent: CS(=O)C (DMSO). Yields the product ClC1=NC=2N3[C@H](CN(C2C=N1)CCC(C)(O)C)COCC3 ((R)-4-(2-chloro-6a,7,9,10-tetrahydro-[1,4]oxazino[3,4-h]pteridin-5(6H)-yl)-2-methylbutan-2-ol). Reaction SMILES: [Cl:1][C:2]1[N:11]=[CH:10][C:9]2[NH:8][CH2:7][C@@H:6]3[CH2:12][O:13][CH2:14][CH2:15][N:5]3[C:4]=2[N:3]=1.CC(C)([O-])C.[Na+].Br[CH2:23][CH2:24][C:25]([CH3:28])([OH:27])[CH3:26]>CS(C)=O>[Cl:1][C:2]1[N:11]=[CH:10][C:9]2[N:8]([CH2:23][CH2:24][C:25]([CH3:28])([OH:27])[CH3:26])[CH2:7][C@@H:6]3[CH2:12][O:13][CH2:14][CH2:15][N:5]3[C:4]=2[N:3]=1 |f:1.2|. Reported procedure: The title compound was prepared in a manner similar to PREPARATION x5 using (R)-2-chloro-5,6,6a,7,9,10-hexahydro-[1,4]oxazino[3,4-h]pteridine (PREPARATION x2, 300 mg, 1.324 mmol) in DMSO (7 mL), sodium tert-butoxide (153 mg, 1.588 mmol) and 4-bromo-2-methylbutan-2-ol (243 mg, 1.456 mmol) (306 mg, 74%). ESI-MS m/z [M+H]+ calc'd for C14H21ClN4O2, 313.14. found 313.2. Reactants: ClC1=NC=2N3[C@H](CNC2C=N1)COCC3 ((R)-2-chloro-5,6,6a,7,9,10-hexahydro-[1,4]oxazino[3,4-h]pteridine), CC(C)([O-])C.[Na+] (sodium tert-butoxide), BrCCC(C)(O)C (4-bromo-2-methylbutan-2-ol). The reactants are C(C)(C)SC1=CC=C(C=C1)C=1C=C(SC1)C(=O)O (4-(4-(isopropylthio)phenyl)thiophene-2-carboxylic acid), C(C)(C)SC1=CC=C(C=C1)C=1C=C(SC1)C(=O)O (4-(4-(isopropylthio)phenyl)thiophene-2-carboxylic acid), C(CCCCC)SC1=CC=C(C=C1)B(O)O (4-(hexylthio)phenylboronic acid). The product is C(CCCCC)SC1=CC=C(C=C1)C=1C=C(SC1)C(=O)O (4-(4-(hexylthio)phenyl)thiophene-2-carboxylic acid). Reaction SMILES: [CH:1]([S:4][C:5]1[CH:10]=[CH:9][C:8]([C:11]2[CH:12]=[C:13]([C:16]([OH:18])=[O:17])[S:14][CH:15]=2)=[CH:7][CH:6]=1)([CH3:3])C.[CH2:19](SC1C=CC(B(O)O)=CC=1)[CH2:20][CH2:21][CH2:22]CC>>[CH2:1]([S:4][C:5]1[CH:6]=[CH:7][C:8]([C:11]2[CH:12]=[C:13]([C:16]([OH:18])=[O:17])[S:14][CH:15]=2)=[CH:9][CH:10]=1)[CH2:3][CH2:19][CH2:20][CH2:21][CH3:22]. Procedure details: The title compound was prepared in a similar manner as described in the preparation of 4-(4-(isopropylthio)phenyl)thiophene-2-carboxylic acid (compound 73, example 12), except 4-(hexylthio)phenylboronic acid (Chemical Communications 2003, 1, 138-139) was used in the place of 4-(isopropylthio)phenylboronic acid.